describe an organic reaction: reactants, conditions, products, and yield From a dataset of the Open Reaction Database (ORD), a public repository of structured organic reaction records. Reactants: NC1=NC=C(C(=C1N)N[C@H]1[C@H]([C@@H]2C=C[C@H]1C2)C(=O)N)Br ((1S,2S,3R,4R)-3-(2,3-Diamino-5-bromo-pyridin-4-ylamino)-bicyclo[2.2.1]hept-5-ene-2-carboxylic acid amide), N1=CN=CC(=C1)C=O (Pyrimidine-5-carbaldehyde). Product: BrC=1C(=C2C(=NC1)NC(=N2)C=2C=NC=NC2)N[C@H]2[C@H]([C@@H]1C=C[C@H]2C1)C(=O)N ((1S,2S,3R,4R)-3-(6-Bromo-2-pyrimidin-5-yl-3H-imidazo[4,5-b]pyridin-7-ylamino)-bicyclo[2.2.1]hept-5-ene-2-carboxylic acid amide). The yield is 14.3%. As a reaction SMILES: [NH2:1][C:2]1[C:7]([NH2:8])=[C:6]([NH:9][C@@H:10]2[C@@H:15]3[CH2:16][C@@H:12]([CH:13]=[CH:14]3)[C@@H:11]2[C:17]([NH2:19])=[O:18])[C:5]([Br:20])=[CH:4][N:3]=1.[N:21]1[CH:26]=[C:25]([CH:27]=O)[CH:24]=[N:23][CH:22]=1>>[Br:20][C:5]1[C:6]([NH:9][C@@H:10]2[C@@H:15]3[CH2:16][C@@H:12]([CH:13]=[CH:14]3)[C@@H:11]2[C:17]([NH2:19])=[O:18])=[C:7]2[N:8]=[C:27]([C:25]3[CH:26]=[N:21][CH:22]=[N:23][CH:24]=3)[NH:1][C:2]2=[N:3][CH:4]=1. Procedure: In a similar fashion to Compound LXXXVII, (1S,2S,3R,4R)-3-(2,3-Diamino-5-bromo-pyridin-4-ylamino)-bicyclo[2.2.1]hept-5-ene-2-carboxylic acid amide (50 mg, 0.148 mmol) and Pyrimidine-5-carbaldehyde (17.6 mg, 0.163 mmol) were reacted to produce 9.0 mg (14%) of the title compound. mp: >300° C., 1H NMR (300 MHz, DMSO-d6): 13.7 (s, 1H), 9.42 (s, 2H), 9.28 (s, 1H), 8.10 (s, 1H), 7.77 (s, 1H), 7.35 (m, 1H), 7.23 (s, 1H), 6.39 (d, J=8 Hz, 1H), 5.22 (t, J=8 Hz, 1H), 3.3 (s, 1H), 2.90 (s, 1H), 2.78 (s, 1H... Reactants: Cc1ccc(C2(O)CCN(Cc3ccccc3)CC2)cc1, CCOC(C)=O, CCO, [H][H], [Pd]. Yields the product Cc1ccc(C2(O)CCNCC2)cc1. Reaction SMILES: [CH2:1]([c:2]1[cH:3][cH:4][cH:5][cH:6][cH:7]1)[N:8]1[CH2:9][CH2:10][C:11]([c:14]2[cH:15][cH:16][c:17]([CH3:20])[cH:18][cH:19]2)([OH:21])[CH2:12][CH2:13]1.[CH3:22][CH2:23][O:24][C:25](=[O:26])[CH3:27].[CH3:31][CH2:32][OH:33].[H:28][H:29].[Pd:30]>>[NH:8]1[CH2:9][CH2:10][C:11]([c:14]2[cH:15][cH:16][c:17]([CH3:20])[cH:18][cH:19]2)([OH:21])[CH2:12][CH2:13]1. Reactants: CC(=CC(=O)O)CCC=C(CCC=C(CCC=C(C)C)C)C (3,7,11,15-tetramethyl-2,6,10,14-hexadecatetraenoic acid), NCC(CO)O (3-amino-1,2-propanediol). Product: CC(=CC(=O)NCC(CO)O)CCC=C(CCC=C(CCC=C(C)C)C)C (N-(3,7,11,15-Tetramethyl-2,6,10,14-hexadecatetraenoyl)-3-amino-1,2-propanediol). The yield is 85.9%. RXN SMILES: [CH3:1][C:2]([CH2:7][CH2:8][CH:9]=[C:10]([CH3:22])[CH2:11][CH2:12][CH:13]=[C:14]([CH3:21])[CH2:15][CH2:16][CH:17]=[C:18]([CH3:20])[CH3:19])=[CH:3][C:4]([OH:6])=O.[NH2:23][CH2:24][CH:25]([OH:28])[CH2:26][OH:27]>>[CH3:1][C:2]([CH2:7][CH2:8][CH:9]=[C:10]([CH3:22])[CH2:11][CH2:12][CH:13]=[C:14]([CH3:21])[CH2:15][CH2:16][CH:17]=[C:18]([CH3:20])[CH3:19])=[CH:3][C:4]([NH:23][CH2:24][CH:25]([OH:28])[CH2:26][OH:27])=[O:6]. Procedure: The same procedure as in Example 1 was repeated except that 6.1 g of 3,7,11,15-tetramethyl-2,6,10,14-hexadecatetraenoic acid and 1.9 g of 3-amino-1,2-propanediol were used as the starting materials. 6.5 g (86%) of the title compound was obtained as a white wax. The reactants are CC(=O)O, CCO, COc1ccc2nc(Cl)nc(-c3ccccc3)c2c1, NN, O. Product: COc1ccc2nc(NN)nc(-c3ccccc3)c2c1. As a reaction SMILES: [CH3:23][C:24](=[O:25])[OH:26].[CH3:27][CH2:28][OH:29].[Cl:1][c:2]1[n:3][c:4]2[cH:5][cH:6][c:7]([O:18][CH3:19])[cH:8][c:9]2[c:10](-[c:12]2[cH:13][cH:14][cH:15][cH:16][cH:17]2)[n:11]1.[NH2:21][NH2:22].[OH2:20]>>[c:2]1([NH:21][NH2:22])[n:3][c:4]2[cH:5][cH:6][c:7]([O:18][CH3:19])[cH:8][c:9]2[c:10](-[c:12]2[cH:13][cH:14][cH:15][cH:16][cH:17]2)[n:11]1. As a reaction SMILES: [CH3:1][O:2][C:3]([CH2:4][c:5]1[cH:6][c:7]([CH2:11][N:12]([CH:13]2[CH2:14][N:15]([c:18]3[s:19][c:20]4[c:21]([n:22]3)[cH:23][cH:24][c:25]([Cl:27])[cH:26]4)[CH2:16][CH2:17]2)[CH2:28][CH2:29][CH2:30][CH3:31])[cH:8][cH:9][cH:10]1)=[O:32].[CH3:41][OH:42].[ClH:40].[Na+:34].[O:35]1[CH2:36][CH2:37][CH2:38][CH2:39]1.[OH-:33]>>[O:2]=[C:3]([CH2:4][c:5]1[cH:6][c:7]([CH2:11][N:12]([CH:13]2[CH2:14][N:15]([c:18]3[s:19][c:20]4[c:21]([n:22]3)[cH:23][cH:24][c:25]([Cl:27])[cH:26]4)[CH2:16][CH2:17]2)[CH2:28][CH2:29][CH2:30][CH3:31])[cH:8][cH:9][cH:10]1)[OH:32]. Product: CCCCN(Cc1cccc(CC(=O)O)c1)C1CCN(c2nc3ccc(Cl)cc3s2)C1. The reactants are CCCCN(Cc1cccc(CC(=O)OC)c1)C1CCN(c2nc3ccc(Cl)cc3s2)C1, CO, Cl, [Na+], C1CCOC1, [OH-]. Starting materials: Brc1ccc(C2CCCN2)cc1, O=C([O-])[O-], O=C(Cl)OCc1ccccc1, [K+], [K+], C1COCCO1, O. Product: O=C(OCc1ccccc1)N1CCCC1c1ccc(Br)cc1. Reaction SMILES: [Br:1][c:2]1[cH:3][cH:4][c:5]([CH:8]2[NH:9][CH2:10][CH2:11][CH2:12]2)[cH:6][cH:7]1.[C:13](=[O:14])([O-:15])[O-:16].[Cl:19][C:20](=[O:21])[O:22][CH2:23][c:24]1[cH:25][cH:26][cH:27][cH:28][cH:29]1.[K+:17].[K+:18].[O:30]1[CH2:31][CH2:32][O:33][CH2:34][CH2:35]1.[OH2:36]>>[Br:1][c:2]1[cH:3][cH:4][c:5]([CH:8]2[N:9]([C:20](=[O:21])[O:22][CH2:23][c:24]3[cH:25][cH:26][cH:27][cH:28][cH:29]3)[CH2:10][CH2:11][CH2:12]2)[cH:6][cH:7]1. Starting materials: CC(C)C[Al+]CC(C)C, COC(=O)c1oc2cc(OCc3nc(-c4ccccc4)oc3C)ccc2c1-c1ccccc1, CCOC(C)=O, [H-], [Na+], [Na+], C1CCOC1, O, O, O, O, O, O, O, O, O, O, O=S(=O)([O-])[O-]. Yields the product Cc1oc(-c2ccccc2)nc1COc1ccc2c(-c3ccccc3)c(CO)oc2c1. Reaction SMILES: [CH2:40]([Al+:41][CH2:42][CH:43]([CH3:44])[CH3:45])[CH:46]([CH3:47])[CH3:48].[CH3:1][c:2]1[c:3]([CH2:13][O:14][c:15]2[cH:16][c:17]3[c:18]([c:19](-[c:26]4[cH:27][cH:28][cH:29][cH:30][cH:31]4)[c:20]([C:22](=[O:23])[O:24][CH3:25])[o:21]3)[cH:32][cH:33]2)[n:4][c:5](-[c:7]2[cH:8][cH:9][cH:10][cH:11][cH:12]2)[o:6]1.[CH3:66][CH2:67][O:68][C:69](=[O:70])[CH3:71].[H-:39].[Na+:64].[Na+:65].[O:34]1[CH2:35][CH2:36][CH2:37][CH2:38]1.[OH2:49].[OH2:50].[OH2:51].[OH2:52].[OH2:53].[OH2:54].[OH2:55].[OH2:56].[OH2:57].[OH2:58].[S:59]([O-:60])([O-:61])(=[O:62])=[O:63]>>[CH3:1][c:2]1[c:3]([CH2:13][O:14][c:15]2[cH:16][c:17]3[c:18]([c:19](-[c:26]4[cH:27][cH:28][cH:29][cH:30][cH:31]4)[c:20]([CH2:22][OH:23])[o:21]3)[cH:32][cH:33]2)[n:4][c:5](-[c:7]2[cH:8][cH:9][cH:10][cH:11][cH:12]2)[o:6]1. The reactants are CNc1cccc2nc(NCc3ccc(C)o3)ccc12, Fc1ccccc1, O=S(=O)(Cl)Cl. The product is Cc1ccc(CNc2ccc3c(N(C)S(=O)(=O)c4ccc(F)cc4)cccc3n2)o1. RXN SMILES: [CH3:1][NH:2][c:3]1[c:4]2[cH:5][cH:6][c:7]([NH:13][CH2:14][c:15]3[o:16][c:17]([CH3:20])[cH:18][cH:19]3)[n:8][c:9]2[cH:10][cH:11][cH:12]1.[F:26][c:27]1[cH:28][cH:29][cH:30][cH:31][cH:32]1.[S:21](=[O:22])(=[O:23])([Cl:24])[Cl:25]>>[CH3:1][N:2]([c:3]1[c:4]2[cH:5][cH:6][c:7]([NH:13][CH2:14][c:15]3[o:16][c:17]([CH3:20])[cH:18][cH:19]3)[n:8][c:9]2[cH:10][cH:11][cH:12]1)[S:21](=[O:22])(=[O:23])[c:30]1[cH:29][cH:28][c:27]([F:26])[cH:32][cH:31]1.